This data is from the Open Reaction Database (ORD), a public repository of structured organic reaction records. The task is: describe an organic reaction: reactants, conditions, products, and yield The reactants are Cl (HCl), C1(=CC=CC=C1)O (phenol), CCCCCCCCCCCCS (dodecylthiol), CC1CC(=O)CC(C1)(C)C (dihydroisophorone), C1(=CC=CC=C1)O (phenol), Cl (HCl), Cl (HCl). Product: C1=CC=C(C(=C1)C2=CC(=CC=C2)O)O (diphenol). Reaction SMILES: [C:1]1([OH:7])[CH:6]=[CH:5][CH:4]=[CH:3][CH:2]=1.CCCCCCCCCCCCS.Cl.C[CH:23]1[CH2:29][C:28](C)(C)[CH2:27][C:25](=[O:26])[CH2:24]1>>[CH:29]1[CH:28]=[C:27]([C:3]2[CH:4]=[CH:5][CH:6]=[C:1]([OH:7])[CH:2]=2)[C:25]([OH:26])=[CH:24][CH:23]=1. Reported procedure: 7.5 mol (705 g) phenol and 0.15 mol (30.3 g) dodecylthiol are introduced into a 1-liter round-bottomed flask equipped with a stirrer, dropping funnel, thermometer, reflux condenser and gas inlet pipe and saturated with dry HCl gas at 28° to 30° C. A solution of 1.5 mol (210 g) dihydroisophorone (3,3,5-trimethylcyclohexan-1-one) and 1.5 mol (151 g) phenol is added dropwise to the resulting solution over a period of 3 hours, HCl gas continuing to be passed through the reaction solution. After the ... Reactants: CC(CN1CCN(CC1)C(C)=O)(C)[N+](=O)[O-] (1-(4-(2-methyl-2-nitropropyl)piperazin-1-yl)ethanone), Cl (HCl). The solvent is CO (methanol), O (water). Reaction conditions: time 5 minute. The product is Cl.Cl.NC(CN1CCN(CC1)C(C)=O)(C)C (1-(4-(2-Amino-2-methylpropyl)piperazin-1-yl)ethanone dihydrochloride). Isolated yield 81.0%. Reaction SMILES: [CH3:1][C:2]([N+:14]([O-])=O)([CH3:13])[CH2:3][N:4]1[CH2:9][CH2:8][N:7]([C:10](=[O:12])[CH3:11])[CH2:6][CH2:5]1.[ClH:17]>CO.O>[ClH:17].[ClH:17].[NH2:14][C:2]([CH3:13])([CH3:1])[CH2:3][N:4]1[CH2:9][CH2:8][N:7]([C:10](=[O:12])[CH3:11])[CH2:6][CH2:5]1 |f:4.5.6|. Procedure details: A solution of 1-(4-(2-methyl-2-nitropropyl)piperazin-1-yl)ethanone (7.2 g, 19.4 mmol) in a mixture of methanol and water (50:10 mL) was added to a steel pressure vessel equipped with a magnetic stir bar. The vessel was flushed with nitrogen while Raney nickel (50% aqueous suspension, 1.0 mL) was added in one portion. The vessel was sealed and pressurized with hydrogen (100 psi). The suspension was stirred for 5 min and the hydrogen released until the pressure was just above 0 psi. This was repea... Reactants: CCOC(=O)c1ccccc1CBr, C1CCOC1, c1ccc(P(c2ccccc2)c2ccccc2)cc1. The product is [Br-], CCOC(=O)c1ccccc1C[P+](c1ccccc1)(c1ccccc1)c1ccccc1. Reaction SMILES: [Br:1][CH2:2][c:3]1[c:4]([C:5](=[O:6])[O:7][CH2:8][CH3:9])[cH:10][cH:11][cH:12][cH:13]1.[O:33]1[CH2:34][CH2:35][CH2:36][CH2:37]1.[c:14]1([P:20]([c:21]2[cH:22][cH:23][cH:24][cH:25][cH:26]2)[c:27]2[cH:28][cH:29][cH:30][cH:31][cH:32]2)[cH:15][cH:16][cH:17][cH:18][cH:19]1>>[Br-:1].[CH2:2]([c:3]1[c:4]([C:5](=[O:6])[O:7][CH2:8][CH3:9])[cH:10][cH:11][cH:12][cH:13]1)[P+:20]([c:14]1[cH:15][cH:16][cH:17][cH:18][cH:19]1)([c:21]1[cH:22][cH:23][cH:24][cH:25][cH:26]1)[c:27]1[cH:28][cH:29][cH:30][cH:31][cH:32]1. Starting materials: COc1ccc(C2=NN(C3CCN(C(=O)c4cc(OCc5ccccc5)ccc4C)CC3)C(=O)C2(C)C)cc1OC, CO, [NH4+]. The product is COc1ccc(C2=NN(C3CCN(C(=O)c4cc(O)ccc4C)CC3)C(=O)C2(C)C)cc1OC. RXN SMILES: [CH2:1]([c:2]1[cH:3][cH:4][cH:5][cH:6][cH:7]1)[O:8][c:9]1[cH:10][cH:11][c:12]([CH3:41])[c:13]([C:15](=[O:16])[N:17]2[CH2:18][CH2:19][CH:20]([N:23]3[N:24]=[C:25]([c:31]4[cH:32][c:33]([O:39][CH3:40])[c:34]([O:37][CH3:38])[cH:35][cH:36]4)[C:26]([CH3:29])([CH3:30])[C:27]3=[O:28])[CH2:21][CH2:22]2)[cH:14]1.[CH3:43][OH:44].[NH4+:42]>>[OH:8][c:9]1[cH:10][cH:11][c:12]([CH3:41])[c:13]([C:15](=[O:16])[N:17]2[CH2:18][CH2:19][CH:20]([N:23]3[N:24]=[C:25]([c:31]4[cH:32][c:33]([O:39][CH3:40])[c:34]([O:37][CH3:38])[cH:35][cH:36]4)[C:26]([CH3:29])([CH3:30])[C:27]3=[O:28])[CH2:21][CH2:22]2)[cH:14]1. Starting materials: C(C)(=O)NC1(C(NC2=C(C=CC=C2C1)C)=O)C(=O)OCC (ethyl 3-acetylamino-8-methyl-3,4-dihydrocarbostyril-3-carboxylate), Cl (hydrochloric acid). The product is Cl.NC1C(NC2=C(C=CC=C2C1)C)=O (3-amino-8-methyl-3,4-dihydrocarbostyril hydrochloride). Reaction SMILES: C([NH:4][C:5]1(C(OCC)=O)[CH2:14][C:13]2[C:8](=[C:9]([CH3:15])[CH:10]=[CH:11][CH:12]=2)[NH:7][C:6]1=[O:16])(=O)C.[ClH:22]>>[ClH:22].[NH2:4][CH:5]1[CH2:14][C:13]2[C:8](=[C:9]([CH3:15])[CH:10]=[CH:11][CH:12]=2)[NH:7][C:6]1=[O:16] |f:2.3|. Procedure: To 2.7 g of ethyl 3-acetylamino-8-methyl-3,4-dihydrocarbostyril-3-carboxylate was added 60 ml of 20%-hydrochloric acid, then the mixture was refluxed by heating for 2 hours. The solvent was removed by evaporation, then water was removed by azetropic distillation with ethanol. The residue thus obtained was recrystallized from methanol-diethyl ether to obtain 1.74 g of 3-amino-8-methyl-3,4-dihydrocarbostyril hydrochloride. Colorless flake-like crystals. Melting point: Over 300° C. The reactants are Cl(=O)[O-].[Na+] (sodium chlorite), O (water), CSC1=CC=C(S1)C=O (5-Methylthio-2-thiophenecarbaldehyde), S(=O)([O-])[O-].[Na+].[Na+] (sodium sulfite), [OH-].[Na+] (sodium hydroxide), P(=O)(O)(O)[O-].[Na+] (sodium dihydrogen phosphate), O (water). Run in C(C)#N (acetonitrile), OO (hydrogen peroxide). Reaction conditions: time 15 hour. Product: CS(=O)(=O)C1=CC=C(S1)C(=O)O (5-methanesulfonyl-2-thiphenecarboxylic acid). As a reaction SMILES: [CH3:1][S:2][C:3]1[S:7][C:6]([CH:8]=[O:9])=[CH:5][CH:4]=1.P([O-])(O)(O)=[O:11].[Na+].Cl([O-])=O.[Na+].S([O-])([O-])=O.[Na+].[Na+].[OH-:26].[Na+].[OH2:28]>C(#N)C.OO>[CH3:1][S:2]([C:3]1[S:7][C:6]([C:8]([OH:11])=[O:9])=[CH:5][CH:4]=1)(=[O:28])=[O:26] |f:1.2,3.4,5.6.7,8.9|. Procedure details: 5-Methylthio-2-thiophenecarbaldehyde (4.48 g) (synthesized in accordance with the method described in Tetrahydron, 41, 3803 (1985)) was dissolved in acetonitrile (20 ml), and sodium dihydrogen phosphate (1.2 g) in water (10 ml) and 30% aqueous hydrogen peroxide (3.5 ml) were added. Further sodium chlorite (3.85 g) in water (10 ml) was added dropwise under ice-cooling. The mixture was stirred at room temperature for 15 hours, and sodium sulfite (1 g) was added. The mixture was alkalified with 1N ... Reactants: COC(CCCC(C1=NC(=CC=C1)\C=C\C(CCCCCCCC)O)O)=O ((5RS)-5-hydroxy-5-{6-[(1E)-(3RS)-3-hydroxy-1-undecenyl]-2-pyridyl}-pentanoic acid methyl ester), 0.5, [OH-].[Na+] (sodium hydroxide). Run in CO (methanol). Reaction conditions: time 2 hour. The product is OC(CCCC(=O)O)C1=NC(=CC=C1)\C=C\C(CCCCCCCC)O ((5RS)-5-Hydroxy-5-{6-[(1E)-(3RS)-3-hydroxy-1-undecenyl]-2-pyridyl}-pentanoic acid). Yield: 92.7%. RXN SMILES: C[O:2][C:3](=[O:27])[CH2:4][CH2:5][CH2:6][CH:7]([OH:26])[C:8]1[CH:13]=[CH:12][CH:11]=[C:10](/[CH:14]=[CH:15]/[CH:16]([OH:25])[CH2:17][CH2:18][CH2:19][CH2:20][CH2:21][CH2:22][CH2:23][CH3:24])[N:9]=1.[OH-].[Na+]>CO>[OH:26][CH:7]([C:8]1[CH:13]=[CH:12][CH:11]=[C:10](/[CH:14]=[CH:15]/[CH:16]([OH:25])[CH2:17][CH2:18][CH2:19][CH2:20][CH2:21][CH2:22][CH2:23][CH3:24])[N:9]=1)[CH2:6][CH2:5][CH2:4][C:3]([OH:27])=[O:2] |f:1.2|. Reported procedure: A solution of 140 mg of (5RS)-5-hydroxy-5-{6-[(1E)-(3RS)-3-hydroxy-1-undecenyl]-2-pyridyl}-pentanoic acid methyl ester in 6 ml of methanol is mixed with 6 ml of 0.5 n sodium hydroxide solution and stirred for 2 hours at room temperature. The methanol is removed in a vacuum, the residue is acidified to pH 4 with 0.5 n sulfuric acid, shaken out with ethyl acetate, the organic phase is dried on sodium sulfate and concentrated by evaporation. 125 mg of the title compound is thus obtained as colorles...